From a dataset of the Open Reaction Database (ORD), a public repository of structured organic reaction records. describe an organic reaction: reactants, conditions, products, and yield Reactants: CC1=CC=CC(=N1)OCC1=CC=C(C=O)C=C1 (4-(6-methyl-pyridin-2-yloxymethyl)-benzaldehyde), [N+](=O)([O-])C (nitromethane), C(C)(=O)[O-].[NH4+] (ammonium acetate). Run in C(C)(=O)O (acetic acid). Conditions: temperature 110 celsius, time 3 hour. Yields the product CC1=NC(=CC=C1)OCC1=CC=C(C=C1)\C=C\[N+](=O)[O-] (2-Methyl-6-(4-((E)-2-nitro-vinyl)-benzyloxy)-pyridine). Yield: 110.0%. As a reaction SMILES: [CH3:1][C:2]1[N:7]=[C:6]([O:8][CH2:9][C:10]2[CH:17]=[CH:16][C:13]([CH:14]=O)=[CH:12][CH:11]=2)[CH:5]=[CH:4][CH:3]=1.[N+:18]([CH3:21])([O-:20])=[O:19].C([O-])(=O)C.[NH4+]>C(O)(=O)C>[CH3:1][C:2]1[CH:3]=[CH:4][CH:5]=[C:6]([O:8][CH2:9][C:10]2[CH:17]=[CH:16][C:13](/[CH:14]=[CH:21]/[N+:18]([O-:20])=[O:19])=[CH:12][CH:11]=2)[N:7]=1 |f:2.3|. Reported procedure: To a solution of 4-(6-methyl-pyridin-2-yloxymethyl)-benzaldehyde (4.19 g, 18.5 mmol) described in Manufacturing Example 3-1-2 in acetic acid (30 mL) were added nitromethane (5.65 g, 92.6 mmol) and ammonium acetate (2.85 g, 37.0 mmol) under nitrogen atmosphere, which was stirred for 3 hours at 110° C. The reaction mixture was partitioned into water and ethyl acetate. The organic layer was washed with water and saturated aqueous sodium chloride, and dried over anhydrous magnesium sulfate, and the ... Starting materials: N1(CCCCC1)C1=C(C=CC=C1)C(CC(C)C)N (racemic 1-(2-piperidino-phenyl)-3-methyl-1-butylamine), C(C)(=O)N[C@@H](CCC(N)=O)C(=O)O (N-acetyl-L-glutaminic acid), CO (methanol). Solvent: CC(=O)C (acetone). Conditions: time 8 hour. The product is N1(CCCCC1)C1=C(C=CC=C1)[C@H](CC(C)C)N ((S)-1-(2-piperidino-phenyl)-3-methyl-1-butylamine), C(C)(=O)N[C@@H](CCC(N)=O)C(=O)O (N-acetyl-L-glutaminic acid). As a reaction SMILES: [N:1]1([C:7]2[CH:12]=[CH:11][CH:10]=[CH:9][C:8]=2[CH:13]([NH2:18])[CH2:14][CH:15]([CH3:17])[CH3:16])[CH2:6][CH2:5][CH2:4][CH2:3][CH2:2]1.[C:19]([NH:22][C@H:23]([C:29]([OH:31])=[O:30])[CH2:24][CH2:25][C:26](=[O:28])[NH2:27])(=[O:21])[CH3:20].CO>CC(C)=O>[N:1]1([C:7]2[CH:12]=[CH:11][CH:10]=[CH:9][C:8]=2[C@@H:13]([NH2:18])[CH2:14][CH:15]([CH3:16])[CH3:17])[CH2:6][CH2:5][CH2:4][CH2:3][CH2:2]1.[C:19]([NH:22][C@H:23]([C:29]([OH:31])=[O:30])[CH2:24][CH2:25][C:26](=[O:28])[NH2:27])(=[O:21])[CH3:20]. Reported procedure: A stirred solution of 122 g (0.495 mol) of racemic 1-(2-piperidino-phenyl)-3-methyl-1-butylamine in 1000 ml of acetone is mixed with 93.7 g (0.495 mol) of N-acetyl-L-glutaminic acid. The mixture is refluxed over a vapour bath and methanol is added in batches (a total of about 80 ml) until a clear solution is obtained. After this has been left to cool and stand overnight at ambient temperature, the crystals obtained are removed by suction filtering, washed twice with 200 ml of cold acetone at -15... The reactants are CCNCC, ClCCl, C#Cc1ccccc1Cl, [Cu]I, CN1Cc2c(I)ncn2-c2ccc(F)cc2C1=O, Cl[Pd]Cl, c1ccc(P(c2ccccc2)c2ccccc2)cc1, c1ccc(P(c2ccccc2)c2ccccc2)cc1. The product is CN1Cc2c(C#Cc3ccccc3Cl)ncn2-c2ccc(F)cc2C1=O. Reaction SMILES: [CH2:28]([NH:29][CH2:30][CH3:31])[CH3:32].[CH2:33]([Cl:34])[Cl:35].[Cl:19][c:20]1[c:21]([C:26]#[CH:27])[cH:22][cH:23][cH:24][cH:25]1.[Cu:77][I:78].[F:1][c:2]1[cH:3][cH:4][c:5]2[c:6]([cH:18]1)[C:7](=[O:17])[N:8]([CH3:16])[CH2:9][c:10]1[n:11]-2[cH:12][n:13][c:14]1[I:15].[Pd:36]([Cl:37])[Cl:38].[c:39]1([P:40]([c:41]2[cH:42][cH:43][cH:44][cH:45][cH:46]2)[c:47]2[cH:48][cH:49][cH:50][cH:51][cH:52]2)[cH:53][cH:54][cH:55][cH:56][cH:57]1.[c:58]1([P:59]([c:60]2[cH:61][cH:62][cH:63][cH:64][cH:65]2)[c:66]2[cH:67][cH:68][cH:69][cH:70][cH:71]2)[cH:72][cH:73][cH:74][cH:75][cH:76]1>>[F:1][c:2]1[cH:3][cH:4][c:5]2[c:6]([cH:18]1)[C:7](=[O:17])[N:8]([CH3:16])[CH2:9][c:10]1[n:11]-2[cH:12][n:13][c:14]1[C:27]#[C:26][c:21]1[c:20]([Cl:19])[cH:25][cH:24][cH:23][cH:22]1. Starting materials: BrC1=CC=2C(=NC=C(N2)CCC2=CC(=CC(=C2)OC)OC)N1S(=O)(=O)C1=CC=CC=C1 (6-bromo-2-[2-(3,5-dimethoxyphenyl)ethyl]-5-(phenylsulfonyl)-5H-pyrrolo[2,3-b]pyrazine), C(C)(C)(C)OC(=O)N1N=CC(=C1)B1OC(C(O1)(C)C)(C)C (tert-butyl-4-(4,4,5,5-tetramethyl-1,3,2-dioxaborolan-2-yl)-1H-pyrazole-1-carboxylate), [1,1′-bis(diphenyl-phosphino)ferrocene]dichloropalladium(II), ClCCl (dichloromethane), P(=O)([O-])([O-])[O-].[K+].[K+].[K+] (potassium phosphate). Solvent: O1CCOCC1 (1,4-dioxane), O (water). Run at temperature 88 celsius, time 1 hour. The product is COC=1C=C(C=C(C1)OC)CCC=1N=C2C(=NC1)N(C(=C2)C=2C=NNC2)S(=O)(=O)C2=CC=CC=C2 (2-[2-(3,5-dimethoxyphenyl)ethyl]-5-(phenylsulfonyl)-6-(1H-pyrazol-4-yl)-5H-pyrrolo[2,3-b]pyrazine). The yield is 75.3%. RXN SMILES: Br[C:2]1[N:22]([S:23]([C:26]2[CH:31]=[CH:30][CH:29]=[CH:28][CH:27]=2)(=[O:25])=[O:24])[C:5]2=[N:6][CH:7]=[C:8]([CH2:10][CH2:11][C:12]3[CH:17]=[C:16]([O:18][CH3:19])[CH:15]=[C:14]([O:20][CH3:21])[CH:13]=3)[N:9]=[C:4]2[CH:3]=1.C(OC([N:39]1[CH:43]=[C:42](B2OC(C)(C)C(C)(C)O2)[CH:41]=[N:40]1)=O)(C)(C)C.ClCCl.P([O-])([O-])([O-])=O.[K+].[K+].[K+]>O.O1CCOCC1>[CH3:21][O:20][C:14]1[CH:13]=[C:12]([CH2:11][CH2:10][C:8]2[N:9]=[C:4]3[CH:3]=[C:2]([C:42]4[CH:43]=[N:39][NH:40][CH:41]=4)[N:22]([S:23]([C:26]4[CH:31]=[CH:30][CH:29]=[CH:28][CH:27]=4)(=[O:25])=[O:24])[C:5]3=[N:6][CH:7]=2)[CH:17]=[C:16]([O:18][CH3:19])[CH:15]=1 |f:3.4.5.6|. Reported procedure: A stirred mixture of 6-bromo-2-[2-(3,5-dimethoxyphenyl)ethyl]-5-(phenylsulfonyl)-5H-pyrrolo[2,3-b]pyrazine (180 mg, 0.358 mmol), tert-butyl-4-(4,4,5,5-tetramethyl-1,3,2-dioxaborolan-2-yl)-1H-pyrazole-1-carboxylate (106 mg, 0.360 mmol), [1,1′-bis(diphenyl-phosphino)ferrocene]dichloropalladium(II) complexed with dichloromethane (1:1) (29.2 mg, 0.0358 mmol), and potassium phosphate (153 mg, 0.719 mmol) in water (2 mL)/1,4-dioxane (5 mL) was heated at 88° C. After 1 hour, the reaction mixture was co... The reactants are Cc1c(Br)ccc(C#N)c1F, O. The product is Cc1c(Br)ccc(C(N)=O)c1F. Reaction SMILES: [Br:1][c:2]1[c:3]([CH3:11])[c:4]([F:10])[c:5]([C:6]#[N:7])[cH:8][cH:9]1.[OH2:12]>>[Br:1][c:2]1[c:3]([CH3:11])[c:4]([F:10])[c:5]([C:6]([NH2:7])=[O:12])[cH:8][cH:9]1. The reactants are NC1=NC=C(C=C1OCC1=C(C#N)C=CC=C1)Br (2-(2-Amino-5-bromo-pyridin-3-yloxymethyl)-benzonitrile), C(=O)(O)C1=CC=C(C=C1)B(O)O (4-carboxybenzeneboronic acid), C([O-])([O-])=O.[K+].[K+] (potassium carbonate), CN(C=O)C (dimethylformamide), three. Reagents/catalysts: C=1C=CC(=CC1)[P](C=2C=CC=CC2)(C=3C=CC=CC3)[Pd]([P](C=4C=CC=CC4)(C=5C=CC=CC5)C=6C=CC=CC6)([P](C=7C=CC=CC7)(C=8C=CC=CC8)C=9C=CC=CC9)[P](C=1C=CC=CC1)(C=1C=CC=CC1)C=1C=CC=CC1 (tetrakis(triphenylphosphine)palladium(0)). Run in O (water). Run at temperature 85.5 celsius, time 30 minute. Product: NC1=C(C=C(C=N1)C1=CC=C(C(=O)O)C=C1)OCC1=C(C=CC=C1)C#N (4-[6-amino-5-(2-cyano-benzyloxy)-pyridin-3-yl]-benzoic acid). The yield is 83.2%. Reaction SMILES: [NH2:1][C:2]1[C:7]([O:8][CH2:9][C:10]2[CH:17]=[CH:16][CH:15]=[CH:14][C:11]=2[C:12]#[N:13])=[CH:6][C:5](Br)=[CH:4][N:3]=1.[C:19]([C:22]1[CH:27]=[CH:26][C:25](B(O)O)=[CH:24][CH:23]=1)([OH:21])=[O:20].C(=O)([O-])[O-].[K+].[K+].CN(C)C=O>C1C=CC([P]([Pd]([P](C2C=CC=CC=2)(C2C=CC=CC=2)C2C=CC=CC=2)([P](C2C=CC=CC=2)(C2C=CC=CC=2)C2C=CC=CC=2)[P](C2C=CC=CC=2)(C2C=CC=CC=2)C2C=CC=CC=2)(C2C=CC=CC=2)C2C=CC=CC=2)=CC=1.O>[NH2:1][C:2]1[N:3]=[CH:4][C:5]([C:25]2[CH:26]=[CH:27][C:22]([C:19]([OH:21])=[O:20])=[CH:23][CH:24]=2)=[CH:6][C:7]=1[O:8][CH2:9][C:10]1[CH:17]=[CH:16][CH:15]=[CH:14][C:11]=1[C:12]#[N:13] |f:2.3.4,^1:45,47,66,85|. Procedure details: 2-(2-Amino-5-bromo-pyridin-3-yloxymethyl)-benzonitrile (9.0 g, 29.6 mmol), 4-carboxybenzeneboronic acid (5.4 g, 32.5 mmol), tetrakis(triphenylphosphine)palladium(0) (1.1 g, 1.0 mmol), anhydrous potassium carbonate (13.8 g, 70.0 mmol), dimethylformamide (72 mL) and water (36 mL) were charged to a 250 mL three neck round bottom flask equipped with a thermometer, a reflux condenser and magnetic stirring. The mixture was purged with nitrogen and gradually heated from 81 to 90° C. over a period of 2 ... The reactants are O (water), C([O-])([O-])=O.[K+].[K+] (potassium carbonate), FC(C(C(F)(F)S(=O)(=O)OCC(OC(C(F)(F)OC(F)(F)F)(F)F)(F)F)(F)F)(C(F)(F)F)F (2,2-difluoro-2-{2-trifluoromethoxy-(1,1,2,2-tetrafluoroethoxy)}ethyl nonafluorobutylsulfonate), C(C)(=O)NC1=CC(=NN1C1=C(C=C(C(=C1)SCC(F)(F)F)C)F)O (5-acetylamino-1-{2-fluoro-4-methyl-5-(2,2,2-trifluoroethylthio)phenyl}-3-hydroxypyrazole). Run in C(C)(=O)OCC (ethyl acetate), CS(=O)C (dimethylsulfoxide). Run at time 12 hour. The product is C(C)(=O)NC1=CC(=NN1C1=C(C=C(C(=C1)SCC(F)(F)F)C)F)OCC(OC(C(F)(F)OC(F)(F)F)(F)F)(F)F (5-acetylamino-3-[2,2-difluoro-2-{2-trifluoromethoxy-(1,1,2,2-tetrafluoroethoxy)}ethoxy]-1-{2-fluoro-4-methyl-5-(2,2,2-trifluoroethylthio)phenyl}pyrazole). Isolated yield 77.6%. As a reaction SMILES: [C:1]([NH:4][C:5]1[N:9]([C:10]2[CH:15]=[C:14]([S:16][CH2:17][C:18]([F:21])([F:20])[F:19])[C:13]([CH3:22])=[CH:12][C:11]=2[F:23])[N:8]=[C:7]([OH:24])[CH:6]=1)(=[O:3])[CH3:2].C(=O)([O-])[O-].[K+].[K+].FC(F)(C(F)(F)F)C(F)(F)C(S(O[CH2:41][C:42]([F:56])([F:55])[O:43][C:44]([F:54])([F:53])[C:45]([O:48][C:49]([F:52])([F:51])[F:50])([F:47])[F:46])(=O)=O)(F)F.O>CS(C)=O.C(OCC)(=O)C>[C:1]([NH:4][C:5]1[N:9]([C:10]2[CH:15]=[C:14]([S:16][CH2:17][C:18]([F:19])([F:20])[F:21])[C:13]([CH3:22])=[CH:12][C:11]=2[F:23])[N:8]=[C:7]([O:24][CH2:41][C:42]([F:55])([F:56])[O:43][C:44]([F:53])([F:54])[C:45]([O:48][C:49]([F:50])([F:51])[F:52])([F:47])[F:46])[CH:6]=1)(=[O:3])[CH3:2] |f:1.2.3|. Procedure: 0.5 g of 5-acetylamino-1-{2-fluoro-4-methyl-5-(2,2,2-trifluoroethylthio)phenyl}-3-hydroxypyrazole was dissolved in 10 mL of dimethylsulfoxide, and 0.28 g of potassium carbonate and 1.0 g of 2,2-difluoro-2-{2-trifluoromethoxy-(1,1,2,2-tetrafluoroethoxy)}ethyl nonafluorobutylsulfonate were added, followed by stirring at room temperature for 12 hours. After completion of the reaction, the reaction solution was poured into water, extraction with ethyl acetate was carried out, and after washing with ... The reactants are CO (methanol), BrC1=NC(=CC=C1S(=O)(=O)C1=CC=C(C=C1)O)C (4-(2-Bromo-6-methylpyridine-3-sulfonyl)-phenol), C(=O)([O-])[O-].[K+].[K+] (K2CO3), COC1=C(CCl)C=CC=C1 (2-methoxybenzyl chloride). Run in CC#N (MeCN), CCOC(=O)C (EtOAc). Yields the product BrC1=NC(=CC=C1S(=O)(=O)C1=CC=C(C=C1)OCC1=C(C=CC=C1)OC)C (2-Bromo-3-[4-(2-methoxybenzyloxy)-benzenesulfonyl]-6-methylpyridine). Yield: 78.0%. As a reaction SMILES: [Br:1][C:2]1[C:7]([S:8]([C:11]2[CH:16]=[CH:15][C:14]([OH:17])=[CH:13][CH:12]=2)(=[O:10])=[O:9])=[CH:6][CH:5]=[C:4]([CH3:18])[N:3]=1.C([O-])([O-])=O.[K+].[K+].[CH3:25][O:26][C:27]1[CH:34]=[CH:33][CH:32]=[CH:31][C:28]=1[CH2:29]Cl.CO>CC#N.CCOC(C)=O>[Br:1][C:2]1[C:7]([S:8]([C:11]2[CH:16]=[CH:15][C:14]([O:17][CH2:29][C:28]3[CH:31]=[CH:32][CH:33]=[CH:34][C:27]=3[O:26][CH3:25])=[CH:13][CH:12]=2)(=[O:9])=[O:10])=[CH:6][CH:5]=[C:4]([CH3:18])[N:3]=1 |f:1.2.3|. Procedure details: 4-(2-Bromo-6-methylpyridine-3-sulfonyl)-phenol from part E (3.22 g, 9.81 mmol), KI (1.95 g, 11.77 mmol), K2CO3 (1.63 g, 11.77 mmol), and 2-methoxybenzyl chloride (1.64 mL, 11.77 mmol) were suspended in MeCN (10 mL) and heated at reflux overnight. The mixture was cooled to rt, diluted with EtOAc, and filtered through a pad of Celite. The filtrate was concentrated and purified by column chromatography on silica gel (20% ethyl acetate in hexanes). Tritration with methanol afforded the desired produ... As a reaction SMILES: [CH2:22]1[O:23][CH2:24][CH2:25][CH2:26]1.[CH3:1][n:2]1[n:3][cH:4][cH:5][c:6]1-[c:7]1[cH:8][c:9]([C:16](=[O:17])[O:18][CH3:19])[s:10][c:11]1[C:12]([F:13])([F:14])[F:15].[K+:21].[OH-:20].[OH2:27]>>[CH3:1][n:2]1[n:3][cH:4][cH:5][c:6]1-[c:7]1[cH:8][c:9]([C:16](=[O:17])[OH:18])[s:10][c:11]1[C:12]([F:13])([F:14])[F:15]. The product is Cn1nccc1-c1cc(C(=O)O)sc1C(F)(F)F. The reactants are C1CCOC1, COC(=O)c1cc(-c2ccnn2C)c(C(F)(F)F)s1, [K+], [OH-], O. The reactants are C(=O)([O-])[O-].[Cs+].[Cs+] (Cs2CO3), t-AmOH, ClC=1N=C(C2=C(N1)C=CO2)NCC(F)F (2-Chloro-N-(2,2-difluoroethyl)furo[3,2-d]pyrimidin-4-amine), NC1=CC=C2C(C(NC2=C1)=O)(C)C (6-amino-3,3-dimethylindolin-2-one). Reagents/catalysts: C=1C=CC(=CC1)/C=C/C(=O)/C=C/C2=CC=CC=C2.C=1C=CC(=CC1)/C=C/C(=O)/C=C/C2=CC=CC=C2.C=1C=CC(=CC1)/C=C/C(=O)/C=C/C2=CC=CC=C2.[Pd].[Pd] (Pd2dba3). The solvent is t-AmOH, CCOCC (Et2O). Conditions: temperature 65 celsius, time 20 minute. Product: FC(CNC=1C2=C(N=C(N1)NC1=CC=C3C(C(NC3=C1)=O)(C)C)C=CO2)F (6-(4-(2,2-difluoroethylamino)furo[3,2-d]pyrimidin-2-ylamino)-3,3-dimethylindolin-2-one). Isolated yield 24.8%. RXN SMILES: C([O-])([O-])=O.[Cs+].[Cs+].Cl[C:8]1[N:9]=[C:10]([NH:17][CH2:18][CH:19]([F:21])[F:20])[C:11]2[O:16][CH:15]=[CH:14][C:12]=2[N:13]=1.[NH2:22][C:23]1[CH:31]=[C:30]2[C:26]([C:27]([CH3:34])([CH3:33])[C:28](=[O:32])[NH:29]2)=[CH:25][CH:24]=1>CCOCC.C1C=CC(/C=C/C(/C=C/C2C=CC=CC=2)=O)=CC=1.C1C=CC(/C=C/C(/C=C/C2C=CC=CC=2)=O)=CC=1.C1C=CC(/C=C/C(/C=C/C2C=CC=CC=2)=O)=CC=1.[Pd].[Pd]>[F:20][CH:19]([F:21])[CH2:18][NH:17][C:10]1[C:11]2[O:16][CH:15]=[CH:14][C:12]=2[N:13]=[C:8]([NH:22][C:23]2[CH:31]=[C:30]3[C:26]([C:27]([CH3:34])([CH3:33])[C:28](=[O:32])[NH:29]3)=[CH:25][CH:24]=2)[N:9]=1 |f:0.1.2,6.7.8.9.10|. Procedure details: To a vial was added Pd2dba3 (0.235 g, 0.257 mmol), Cs2CO3 (2.37 g, 7.28 mmol) and Ru-Phos (0.240 g, 0.514 mmol) in t-AmOH (8.00 mL). The mixture was evacuated and purged with N2. The mixture was stirred at about 65° C. for about 20 min. 2-Chloro-N-(2,2-difluoroethyl)furo[3,2-d]pyrimidin-4-amine (1.00 g, 4.28 mmol) and 6-amino-3,3-dimethylindolin-2-one (0.754 g, 4.28 mmol, Astatech) were added in one portion. Additional t-AmOH (12.00 mL) was added. The mixture was evacuated and purged with N2. Th...